From a dataset of the Open Reaction Database (ORD), a public repository of structured organic reaction records. describe an organic reaction: reactants, conditions, products, and yield Starting materials: solution, II (iodine), C1(CCCCC1)CCCCNC(=O)C=1N=C(OC1)C1=CC=C(C=C1)\C(=C/CCCC(=O)OC(C)(C)C)\[Sn](CCCC)(CCCC)CCCC (tert-butyl (E)-6-[4-[4-[[(4-cyclohexylbutyl)amino]carbonyl]-2-oxazolyl]phenyl]-6-(tributylstannyl)hex-5-enoate). Solvent: C1CCOC1 (THF), C1CCOC1 (THF). Run at temperature 0 celsius, time 2 hour. The product is C1(CCCCC1)CCCCNC(=O)C=1N=C(OC1)C1=CC=C(C=C1)\C(=C/CCCC(=O)OC(C)(C)C)\I (tert-Butyl (E)-6-[4-[4-[[(4-Cyclohexylbutyl)amino]carbonyl]-2-oxazolyl]phenyl]-6-iodohex-5-enoate). Procedure: A 2-necked 50 mL round bottom flask was charged under nitrogen atmosphere with a stir bar, the above alkyne (148.6 mg, 0.302 mmol), and tetrakis(triphenylphosphine)palladium(O) (17.4 mg, 0.0015 mmol). Anhydrous toluene (5 mL) was added via syringe, and the mixture was stirred until the two solids dissolved. A 2 mL solution of tributyltin hydride (0.392 mmol) in anhydrous toluene was added, and the reaction stirred at room temperature for 30 minutes. The solution was then transferred to a dry 50 ... RXN SMILES: [CH:1]1([CH2:7][CH2:8][CH2:9][CH2:10][NH:11][C:12]([C:14]2[N:15]=[C:16]([C:19]3[CH:24]=[CH:23][C:22](/[C:25](/[Sn](CCCC)(CCCC)CCCC)=[CH:26]\[CH2:27][CH2:28][CH2:29][C:30]([O:32][C:33]([CH3:36])([CH3:35])[CH3:34])=[O:31])=[CH:21][CH:20]=3)[O:17][CH:18]=2)=[O:13])[CH2:6][CH2:5][CH2:4][CH2:3][CH2:2]1.[I:50]I>C1COCC1>[CH:1]1([CH2:7][CH2:8][CH2:9][CH2:10][NH:11][C:12]([C:14]2[N:15]=[C:16]([C:19]3[CH:24]=[CH:23][C:22](/[C:25](/[I:50])=[CH:26]\[CH2:27][CH2:28][CH2:29][C:30]([O:32][C:33]([CH3:36])([CH3:35])[CH3:34])=[O:31])=[CH:21][CH:20]=3)[O:17][CH:18]=2)=[O:13])[CH2:6][CH2:5][CH2:4][CH2:3][CH2:2]1. Starting materials: CC(C)CCCC(=O)O, O=C(Cl)C(=O)Cl, ClCCl. The product is CC(C)CCCC(=O)Cl. Reaction SMILES: [CH3:1][CH:2]([CH2:3][CH2:4][CH2:5][C:6](=[O:7])[OH:8])[CH3:9].[Cl:10][C:11]([C:12]([Cl:13])=[O:14])=[O:15].[Cl:16][CH2:17][Cl:18]>>[CH3:1][CH:2]([CH2:3][CH2:4][CH2:5][C:6](=[O:7])[Cl:10])[CH3:9]. Starting materials: Cl, CC(N)Cc1cc(Br)ccc1C#N, [Na+], [OH-]. The product is CC1Cc2cc(Br)ccc2C(=O)N1. Reaction SMILES: [ClH:14].[NH2:1][CH:2]([CH2:3][c:4]1[c:5]([C:6]#[N:7])[cH:8][cH:9][c:10]([Br:12])[cH:11]1)[CH3:13].[Na+:16].[OH-:15]>>[CH:2]1([CH3:13])[CH2:3][c:4]2[c:5]([cH:8][cH:9][c:10]([Br:12])[cH:11]2)[C:6](=[O:15])[NH:7]1. Starting materials: ClC=1C=C(C=CC1)C1=NN2C(N=C(C(=C2C2CCCCC2)C(C(=O)OC)=O)C)=C1 (methyl 2-(2-(3-chlorophenyl)-7-cyclohexyl-5-methylpyrazolo[1,5-a]pyrimidin-6-yl)-2-oxoacetate), CB1OC([C@@H]2N1CCC2)(C2=CC=CC=C2)C2=CC=CC=C2.C1(=CC=CC=C1)C ((R)-1-methyl-3,3-diphenylhexahydropyrrolo[1,2-c][1,3,2]oxazaborole toluene), C(=O)([O-])[O-].[Na+].[Na+] (Na2CO3), [B]1OC2=CC=CC=C2O1.C1CCOC1 (catecholborane THF). Solvent: C1(=CC=CC=C1)C (toluene), CCOC(=O)C (EtOAc). Conditions: temperature -35 celsius, time 30 minute. Yields the product ClC=1C=C(C=CC1)C1=NN2C(N=C(C(=C2C2CCCCC2)[C@@H](C(=O)OC)O)C)=C1 ((S)-methyl 2-(2-(3-chlorophenyl)-7-cyclohexyl-5-methylpyrazolo[1,5-a]pyrimidin-6-yl)-2-hydroxyacetate). The yield is 82.9%. RXN SMILES: [Cl:1][C:2]1[CH:3]=[C:4]([C:8]2[CH:29]=[C:11]3[N:12]=[C:13]([CH3:28])[C:14]([C:22](=[O:27])[C:23]([O:25][CH3:26])=[O:24])=[C:15]([CH:16]4[CH2:21][CH2:20][CH2:19][CH2:18][CH2:17]4)[N:10]3[N:9]=2)[CH:5]=[CH:6][CH:7]=1.CB1N2CCC[C@@H]2C(C2C=CC=CC=2)(C2C=CC=CC=2)O1.C1(C)C=CC=CC=1.[B]1OC2C(=CC=CC=2)O1.C1COCC1.C([O-])([O-])=O.[Na+].[Na+]>C1(C)C=CC=CC=1.CCOC(C)=O>[Cl:1][C:2]1[CH:3]=[C:4]([C:8]2[CH:29]=[C:11]3[N:12]=[C:13]([CH3:28])[C:14]([C@H:22]([OH:27])[C:23]([O:25][CH3:26])=[O:24])=[C:15]([CH:16]4[CH2:17][CH2:18][CH2:19][CH2:20][CH2:21]4)[N:10]3[N:9]=2)[CH:5]=[CH:6][CH:7]=1 |f:1.2,3.4,5.6.7,^1:57|. Procedure details: To a stirred solution of methyl 2-(2-(3-chlorophenyl)-7-cyclohexyl-5-methylpyrazolo[1,5-a]pyrimidin-6-yl)-2-oxoacetate (0.094 g, 0.205 mmol) in toluene (3 mL) was added 1M (R)-1-methyl-3,3-diphenylhexahydropyrrolo[1,2-c][1,3,2]oxazaborole/toluene (0.041 ml, 0.041 mmol) at rt and cooled to −35° C. To this was added dropwise 1M catecholborane/THF (0.288 ml, 0.288 mmol) over 10 min. After stirring 30 min, the reaction mixture was slowly warm to −15° C. over 30 min and diluted with EtOAc (15 mL). Th... Reactants: CN(C)C=O, ClCCl, O=C(O)c1cn2cc(Cl)ccc2n1, Nc1ccccc1, O, O=S(Cl)Cl. The product is O=C(Nc1ccccc1)c1cn2cc(Cl)ccc2n1. Reaction SMILES: [CH3:1][N:2]([CH3:3])[CH:4]=[O:5].[Cl:27][CH2:28][Cl:29].[Cl:6][c:7]1[cH:8][cH:9][c:10]2[n:11]([cH:12]1)[cH:13][c:14]([C:16](=[O:17])[OH:18])[n:15]2.[NH2:19][c:20]1[cH:21][cH:22][cH:23][cH:24][cH:25]1.[OH2:26].[S:30]([Cl:31])([Cl:32])=[O:33]>>[Cl:6][c:7]1[cH:8][cH:9][c:10]2[n:11]([cH:12]1)[cH:13][c:14]([C:16](=[O:18])[NH:19][c:20]1[cH:21][cH:22][cH:23][cH:24][cH:25]1)[n:15]2. Reactants: Cc1ccccc1C1CCN(CC2CN(Cc3ccccc3)CC2c2ccccc2)CC1, CO, O=C[O-], [NH4+], [OH-], [OH-], [Pd+2]. Yields the product Cc1ccccc1C1CCN(CC2CN(C(=O)c3ccccc3)CC2c2ccccc2)CC1. Reaction SMILES: [CH2:1]([c:2]1[cH:3][cH:4][cH:5][cH:6][cH:7]1)[N:8]1[CH2:9][CH:10]([CH2:19][N:20]2[CH2:21][CH2:22][CH:23]([c:26]3[c:27]([CH3:32])[cH:28][cH:29][cH:30][cH:31]3)[CH2:24][CH2:25]2)[CH:11]([c:13]2[cH:14][cH:15][cH:16][cH:17][cH:18]2)[CH2:12]1.[CH3:37][OH:38].[CH:33](=[O:34])[O-:35].[NH4+:36].[OH-:39].[OH-:40].[Pd+2:41]>>[C:1]([c:2]1[cH:3][cH:4][cH:5][cH:6][cH:7]1)([N:8]1[CH2:9][CH:10]([CH2:19][N:20]2[CH2:21][CH2:22][CH:23]([c:26]3[c:27]([CH3:32])[cH:28][cH:29][cH:30][cH:31]3)[CH2:24][CH2:25]2)[CH:11]([c:13]2[cH:14][cH:15][cH:16][cH:17][cH:18]2)[CH2:12]1)=[O:34]. Starting materials: C(C1=CC=CC=C1)OC=1C(=CC2=C(CCO2)C1)C=O (5-benzyloxy-2,3-dihydrobenzofuran-6-carboxaldehyde), [H-].C(C(C)C)[Al+]CC(C)C (diisobutylaluminum hydride), Cl (HCl), ice. Solvent: C1(=CC=CC=C1)C (toluene), C1(=CC=CC=C1)C (toluene). Run at temperature -65 celsius, time 1 hour. Yields the product C(C1=CC=CC=C1)OC=1C(=CC2=C(CCO2)C1)CO (5-benzyloxy-6-hydroxymethyl-2,3-dihydobenzofuran), precipitate. Yield: 97.5%. RXN SMILES: [CH2:1]([O:8][C:9]1[C:10]([CH:18]=[O:19])=[CH:11][C:12]2[O:16][CH2:15][CH2:14][C:13]=2[CH:17]=1)[C:2]1[CH:7]=[CH:6][CH:5]=[CH:4][CH:3]=1.[H-].C([Al+]CC(C)C)C(C)C.Cl>C1(C)C=CC=CC=1>[CH2:1]([O:8][C:9]1[C:10]([CH2:18][OH:19])=[CH:11][C:12]2[O:16][CH2:15][CH2:14][C:13]=2[CH:17]=1)[C:2]1[CH:3]=[CH:4][CH:5]=[CH:6][CH:7]=1 |f:1.2|. Procedure details: A flamed dried, N2 purged 1-liter , 3-neck flask equipped with a dropping funnel mechanical stirrer, and thermometer was charged with 5-benzyloxy-2,3-dihydrobenzofuran-6-carboxaldehyde (30.00 g, 0.12 moles) and anhydrous toluene (150 ml). The resultant yellow solution was cooled to -65° C. and with efficient stirring a diisobutylaluminum hydride solution in toluene (77 ml of a 25 wt. %) was added dropwise over 30 minutes. Upon complete addition, the reaction mixture Was allowed to warm to room t...